Dataset: the Open Reaction Database (ORD), a public repository of structured organic reaction records. Task: describe an organic reaction: reactants, conditions, products, and yield Reactants: O.O.[Sn](Cl)Cl (Tin(II)-chloride dihydrate), ClC1=CC=C2N=CC(=NC2=C1[N+](=O)[O-])C (7-chloro-2-methyl-8-nitro-quinoxaline). Run in CCOC(=O)C (EtOAc), C(C)O (ethanol), ice water. Reaction conditions: time 40 minute. Product: ClC=1C(=C2N=C(C=NC2=CC1)C)N (6-chloro-3-methyl-quinoxalin-5-ylamine). As a reaction SMILES: O.O.[Sn](Cl)Cl.[Cl:6][C:7]1[C:16]([N+:17]([O-])=O)=[C:15]2[C:10]([N:11]=[CH:12][C:13]([CH3:20])=[N:14]2)=[CH:9][CH:8]=1>CCOC(C)=O.C(O)C>[Cl:6][C:7]1[C:16]([NH2:17])=[C:15]2[C:10](=[CH:9][CH:8]=1)[N:11]=[CH:12][C:13]([CH3:20])=[N:14]2 |f:0.1.2|. Procedure details: Tin(II)-chloride dihydrate (21.7 g, 96.12 mmol, 5.4 equiv) was added at room temperature to a solution of 7-chloro-2-methyl-8-nitro-quinoxaline (3.98 g, 17.80 mmol) in a mixture of EtOAc (56 ml) and ethanol (28 ml). After 40 minutes at 80° C., the reaction mixture was cooled to room temperature, diluted with ice water, filtered, and extracted with EtOAc. The combined organic layers were washed with concentrated aqueous NaHCO3 solution and brine, dried over Na2SO4, filtered, and concentrated in v... Reactants: [H-].[Al+3].[Li+].[H-].[H-].[H-] (lithium aluminum hydride), O1CCCC1 (tetrahydrofuran), O1CCCC1 (tetrahydrofuran), C1(=CC=CC=C1)NC1=C(C(=O)O)C=CC=N1 (2-(phenylamino)nicotinic acid), aqueous solution, [OH-].[Na+] (sodium hydroxide). Solvent: C(C)(=O)OCC (ethyl acetate), C(C)(=O)OCC (Ethyl acetate). Run at time 2 hour. Product: C1(=CC=CC=C1)NC1=NC=CC=C1CO ((2-phenylamino-3-pyridinyl)methanol), product. Yield: 108.7%. As a reaction SMILES: [H-].[Al+3].[Li+].[H-].[H-].[H-].O1CCCC1.[C:12]1([NH:18][C:19]2[N:27]=[CH:26][CH:25]=[CH:24][C:20]=2[C:21](O)=[O:22])[CH:17]=[CH:16][CH:15]=[CH:14][CH:13]=1.[OH-].[Na+]>C(OCC)(=O)C>[C:12]1([NH:18][C:19]2[C:20]([CH2:21][OH:22])=[CH:24][CH:25]=[CH:26][N:27]=2)[CH:17]=[CH:16][CH:15]=[CH:14][CH:13]=1 |f:0.1.2.3.4.5,8.9|. Procedure details: Under a nitrogen gas stream, 2.41 g (63.4 mmol) of lithium aluminum hydride was added to tetrahydrofuran (80 mL) under ice cooling, and a tetrahydrofuran (30 mL) solution of 6.79 g (31.7 mmol) of 2-(phenylamino)nicotinic acid was added dropwise to the above solution. The resulting mixture was stirred for 2 hours at room temperature. Ethyl acetate was added to the reaction mixture, and 25 mL of a 10% aqueous solution of sodium hydroxide was further added thereto. Insoluble materials were filtered... Reaction SMILES: [N+:1]([C:4]1[CH:12]=[CH:11][C:7]2[N:8]=[CH:9][NH:10][C:6]=2[CH:5]=1)([O-:3])=[O:2].[CH3:13][CH2:14][Mg+].[Br-].ClC1C(=O)C(Cl)=C(Cl)C(=O)C=1Cl.CCOC(C)=O>C1COCC1>[CH2:13]([C:5]1[C:6]2[NH:10][CH:9]=[N:8][C:7]=2[CH:11]=[CH:12][C:4]=1[N+:1]([O-:3])=[O:2])[CH3:14] |f:1.2|. Run at temperature -15 celsius, time 2 hour. Yields the product C(C)C1=C(C=CC=2N=CNC21)[N+](=O)[O-] (4-ethyl-5-nitrobenzimidazole). Starting materials: ClC1=C(C(C(=C(C1=O)Cl)Cl)=O)Cl (tetrachloro-1,4-benzoquinone), CCOC(=O)C (EtOAc), [N+](=O)([O-])C1=CC2=C(N=CN2)C=C1 (5-nitro-benzimidazole), CC[Mg+].[Br-] (EtMgBr). Procedure: To a solution of 5-nitro-benzimidazole (2.8 g, 17 mmol) in THF was added 16 ml of EtMgBr solution (48 mmol) and reaction mixture was stirred for 2 h at −15° C. A solution of tetrachloro-1,4-benzoquinone (8.8 g, 36 mmol) in THF was added dropwise into reaction mixture, which was allowed to warm up to 25° C. over 1 h. Silica gel(20 g) was added into reaction mixture and solvent was removed in vacuo to provide a brown silica gel powder which was subjected to column chromatography (EtOAc, neat) to p... The yield is 52.4%. Solvent: C1CCOC1 (THF), C1CCOC1 (THF). The reactants are C=CCc1cc(Cl)cc2nc(Cc3ccccc3)oc12, C1CCOC1, [Na+], [OH-], OO. Yields the product OCCCc1cc(Cl)cc2nc(Cc3ccccc3)oc12. As a reaction SMILES: [CH2:1]([c:2]1[cH:3][cH:4][cH:5][cH:6][cH:7]1)[c:8]1[o:9][c:10]2[c:11]([n:12]1)[cH:13][c:14]([Cl:20])[cH:15][c:16]2[CH2:17][CH:18]=[CH2:19].[CH2:25]1[O:26][CH2:27][CH2:28][CH2:29]1.[Na+:22].[OH-:21].[OH:23][OH:24]>>[CH2:1]([c:2]1[cH:3][cH:4][cH:5][cH:6][cH:7]1)[c:8]1[o:9][c:10]2[c:11]([n:12]1)[cH:13][c:14]([Cl:20])[cH:15][c:16]2[CH2:17][CH2:18][CH2:19][OH:21]. Reactants: OC1=C(C2=C(OC(C2)(C)CCO)C(=C1C)C)C (2-(5-hydroxy-2,4,6,7-tetramethyl-2,3-dihydrobenzo[1,2-b]furan-2-yl)ethanol), COC=1C=C2C=CC=C(C2=CC1)C(C(=O)O)C (6-methoxy-a-methyl naphthaleneacetic acid), CN(C)C1=NC=CC=C1 (dimethylaminopyridine), Cl.CN(CCCN=C=NCC)C (1-(3-dimethylaminopropyl)-3-ethyl-carbodiimide hydrochloride), O1CCCC1 (tetrahydrofuran). Solvent: C(C)(=O)OCC (ethyl acetate). Conditions: time 24 hour. The product is COC=1C=C2C=CC(=CC2=CC1)C(C(=O)OCCC1(CC2C(O1)=C(C(=C(C2C)O)C)C)C)C (2-(5-hydroxy-2,4,6,7-tetramethyl-3,4-dihydro-benzo[1,2-b]furan-2yl)ethyl 2-(6-methoxy-2-naphthyl)propionate). Yield: 74.5%. RXN SMILES: [OH:1][C:2]1[C:14]([CH3:15])=[C:13]([CH3:16])[C:5]2[O:6][C:7]([CH2:10][CH2:11][OH:12])([CH3:9])[CH2:8][C:4]=2[C:3]=1[CH3:17].[CH3:18][O:19][C:20]1[CH:21]=[C:22]2[C:27](=[CH:28][CH:29]=1)[C:26](C(C)C(O)=O)=[CH:25][CH:24]=[CH:23]2.CN(C1C=CC=CN=1)C.Cl.CN(C)CCCN=C=NCC.[O:56]1C[CH2:59][CH2:58][CH2:57]1>C(OCC)(=O)C>[CH3:18][O:19][C:20]1[CH:21]=[C:22]2[C:27](=[CH:28][CH:29]=1)[CH:26]=[C:25]([CH:58]([CH3:59])[C:57]([O:12][CH2:11][CH2:10][C:7]1([CH3:9])[O:6][C:5]3=[C:13]([CH3:16])[C:14]([CH3:15])=[C:2]([OH:1])[CH:3]([CH3:17])[CH:4]3[CH2:8]1)=[O:56])[CH:24]=[CH:23]2 |f:3.4|. Procedure: A solution of 2-(5-hydroxy-2,4,6,7-tetramethyl-2,3-dihydrobenzo[1,2-b]furan-2-yl)ethanol (1.30 g, 5.51 mmol) and 6-methoxy-a-methyl naphthaleneacetic acid (Aldrich, 1.39 g, 6.06 mmol) was stirred in the presence of dimethylaminopyridine (0.67 g, 5.51 mmol) and 1-(3-dimethylaminopropyl)-3-ethyl-carbodiimide hydrochloride (1.06 g, 5.51 mmol), in tetrahydrofuran (25 mL). The reaction mixture was stirred at ambient temperature under nitrogen for 24 hours, diluted with ethyl acetate (150 mL), washed ...